From a dataset of the Open Reaction Database (ORD), a public repository of structured organic reaction records. describe an organic reaction: reactants, conditions, products, and yield The reactants are ClCC(=O)CCl (1,3-dichloroacetone), C(C)(=S)N (thioacetamide). The solvent is alcohol. Reaction conditions: time 2 hour. The product is Cl.ClCC=1N=C(SC1)C (4-Chloromethyl-2-methylthiazole, hydrochloride). As a reaction SMILES: [Cl:1][CH2:2][C:3]([CH2:5]Cl)=O.[C:7]([NH2:10])(=[S:9])[CH3:8]>>[ClH:1].[Cl:1][CH2:2][C:3]1[N:10]=[C:7]([CH3:8])[S:9][CH:5]=1 |f:2.3|. Reported procedure: 25.4 g of 1,3-dichloroacetone (0.2 mol) and 15 g of thioacetamide (0.2 mol), dissolved in 200 ml of absolute alcohol are stirred at 60°-70° for two hours. Subsequently, the solution is filtered and after evaporation in vacuo the residue is treated with 200 ml of ether. The 4-chloromethyl-2-methylthiazole, hydrochloride (32.8 g=89%) is filtered off and recrystallized from absolute alcohol (refrigerator); m.p. 168°-170° C. The reactants are OCC1=CC(N(C=C1)C1=CC(=CC=C1)Cl)=O (4-hydroxymethyl-1-(3-chlorophenyl)-1H-pyridin-2-one). Reagents/catalysts: O=[Mn]=O (MnO2). The solvent is C(Cl)Cl (CH2Cl2). Run at time 18 hour. The product is ClC=1C=C(C=CC1)N1C(C=C(C=C1)C=O)=O (1-(3-chloro-phenyl)-2-oxo-1,2-dihydro-pyridine-4-carbaldehyde). RXN SMILES: [OH:1][CH2:2][C:3]1[CH:8]=[CH:7][N:6]([C:9]2[CH:14]=[CH:13][CH:12]=[C:11]([Cl:15])[CH:10]=2)[C:5](=[O:16])[CH:4]=1>C(Cl)Cl.O=[Mn]=O>[Cl:15][C:11]1[CH:10]=[C:9]([N:6]2[CH:7]=[CH:8][C:3]([CH:2]=[O:1])=[CH:4][C:5]2=[O:16])[CH:14]=[CH:13][CH:12]=1. Procedure details: To a solution of 4-hydroxymethyl-1-(3-chlorophenyl)-1H-pyridin-2-one (2.39 g, 10.14 mmol) in CH2Cl2 (250 ml) was added MnO2 (4.41 g, 50.71 mmol) and stirred for 18 hours. The suspension was filtered through celite and the pad washed with additional CH2Cl2 (200 ml). The combined filtrates were evaporated in vacuo and chromatographed (silica gel, 5-20% EtOAc: CH2Cl2 gradient elution) to afford the title compound. Starting materials: CCO, NN, O, COC(=O)c1ccc(-c2nnn[nH]2)cc1. The product is NNC(=O)c1ccc(-c2nnn[nH]2)cc1. Reaction SMILES: [CH3:19][CH2:20][OH:21].[NH2:17][NH2:18].[OH2:16].[nH:1]1[n:2][n:3][n:4][c:5]1-[c:6]1[cH:7][cH:8][c:9]([C:10](=[O:11])[O:12][CH3:13])[cH:14][cH:15]1>>[nH:1]1[n:2][n:3][n:4][c:5]1-[c:6]1[cH:7][cH:8][c:9]([C:10](=[O:11])[NH:17][NH2:18])[cH:14][cH:15]1. Starting materials: N[C@H]1CN(CC1)C1=NC(=C2N=CN(C2=N1)[C@H]1[C@@H]([C@@H]([C@H](C1)N1N=C(N=N1)CC)O)O)NCC(C1=CC=C(C=C1)O)C1=CC=C(C=C1)O ((1R,2S,3R,5S)-3-{2-((R)-3-Amino-pyrrolidin-1-yl)-6-[2,2-bis-(4-hydroxy-phenyl)-ethylamino]-purin-9-yl}-5-(5-ethyl-tetrazol-2-yl)-cyclopentane-1,2-diol), Cl.C1(=CC=CC=C1)C(CNC1=C2N=CN(C2=NC(=N1)N1C[C@@H](CC1)NC(=O)NCC1=NC=CC=C1)[C@H]1[C@@H]([C@@H]([C@H](C1)N1N=C(N=N1)CC)O)O)C1=CC=CC=C1 (1-((R)-1-{6-(2,2-Diphenyl-ethylamino)-9-[(1R,2S,3R,4S)-4-(5-ethyl-tetrazol-2-yl)-2,3-dihydroxy-cyclopentyl]-9H-purin-2-yl}-pyrrolidin-3-yl)-3-pyridin-2-ylmethyl-urea hydrochloride). The product is Cl.OC1=CC=C(C=C1)C(CNC1=C2N=CN(C2=NC(=N1)N1C[C@@H](CC1)NC(=O)NCC1=NC=CC=C1)[C@H]1[C@@H]([C@@H]([C@H](C1)N1N=C(N=N1)CC)O)O)C1=CC=C(C=C1)O (1-((R)-1-{6-[2,2-Bis-(4-hydroxy-phenyl)-ethylamino]-9-[(1R,2S,3R,4S)-4-(5-ethyl-tetrazol-2-yl)-2,3-dihydroxy-cyclopentyl]-9H-purin-2-yl}-pyrrolidin-3-yl)-3-pyridin-2-ylmethyl-urea hydrochloride). As a reaction SMILES: [NH2:1][C@@H:2]1[CH2:6][CH2:5][N:4]([C:7]2[N:15]=[C:14]3[C:10]([N:11]=[CH:12][N:13]3[C@@H:16]3[CH2:20][C@H:19]([N:21]4[N:25]=[N:24][C:23]([CH2:26][CH3:27])=[N:22]4)[C@@H:18]([OH:28])[C@H:17]3[OH:29])=[C:9]([NH:30][CH2:31][CH:32]([C:40]3[CH:45]=[CH:44][C:43]([OH:46])=[CH:42][CH:41]=3)[C:33]3[CH:38]=[CH:37][C:36]([OH:39])=[CH:35][CH:34]=3)[N:8]=2)[CH2:3]1.[ClH:47].C1(C(C2C=CC=CC=2)CNC2N=C(N3CC[C@@H](N[C:72]([NH:74][CH2:75][C:76]4[CH:81]=[CH:80][CH:79]=[CH:78][N:77]=4)=[O:73])C3)N=C3C=2N=CN3[C@@H]2C[C@H](N3N=NC(CC)=N3)[C@@H](O)[C@H]2O)C=CC=CC=1>>[ClH:47].[OH:46][C:43]1[CH:44]=[CH:45][C:40]([CH:32]([C:33]2[CH:38]=[CH:37][C:36]([OH:39])=[CH:35][CH:34]=2)[CH2:31][NH:30][C:9]2[N:8]=[C:7]([N:4]3[CH2:5][CH2:6][C@@H:2]([NH:1][C:72]([NH:74][CH2:75][C:76]4[CH:81]=[CH:80][CH:79]=[CH:78][N:77]=4)=[O:73])[CH2:3]3)[N:15]=[C:14]3[C:10]=2[N:11]=[CH:12][N:13]3[C@@H:16]2[CH2:20][C@H:19]([N:21]3[N:25]=[N:24][C:23]([CH2:26][CH3:27])=[N:22]3)[C@@H:18]([OH:28])[C@H:17]2[OH:29])=[CH:41][CH:42]=1 |f:1.2,3.4|. Procedure details: This compound is prepared from (1R,2S,3R,5S)-3-{2-((R)-3-amino-pyrrolidin-1-yl)-6-[2,2-bis-(4-hydroxy-phenyl)-ethylamino]-purin-9-yl}-5-(5-ethyl-tetrazol-2-yl)-cyclopentane-1,2-diol (Example 106) using a procedure analogous to that of 1-((R)-1-{6-(2,2-diphenyl-ethylamino)-9-[(1R,2S,3R,4S)-4-(5-ethyl-tetrazol-2-yl)-2,3-dihydroxy-cyclopentyl]-9H-purin-2-yl}-pyrrolidin-3-yl)-3-pyridin-2-ylmethyl-urea hydrochloride (Example 113). MS (ES+) m/e 762.53 (MH+). RXN SMILES: [C:1]([O:5][C:6](=[O:19])[NH:7][C:8]1[CH:13]=[C:12]([O:14][CH3:15])[CH:11]=[CH:10][C:9]=1[N+:16]([O-])=O)([CH3:4])([CH3:3])[CH3:2]>[Pd]>[C:1]([O:5][C:6](=[O:19])[NH:7][C:8]1[CH:13]=[C:12]([O:14][CH3:15])[CH:11]=[CH:10][C:9]=1[NH2:16])([CH3:4])([CH3:2])[CH3:3]. The product is C(C)(C)(C)OC(NC1=C(C=CC(=C1)OC)N)=O ((2-Amino-5-methoxy-phenyl)-carbamic acid tert-butyl ester), solid. The reactants are C(C)(C)(C)OC(NC1=C(C=CC(=C1)OC)[N+](=O)[O-])=O ((5-methoxy-2-nitro-phenyl)-carbamic acid tert-butyl ester). Reported procedure: The title compound was prepared from (5-methoxy-2-nitro-phenyl)-carbamic acid tert-butyl ester (Example A12) (12.234 g, 45.6 mmol) by hydrogenation with 10% Pd/C according to the general procedure J (method a). Obtained as a purple solid (7.185 g). The reagents and catalysts are [Pd] (Pd/C). Starting materials: CC1(OC2=CC=C(C=C2C(C1)N(S(=O)(=O)C)CCOC)O)C (N-[2,2-dimethyl-6-hydroxychroman-4-yl]-N-(2-methoxyethyl)methanesulfonamide), C([O-])([O-])=O.[K+].[K+] (potassium carbonate), C(C)OCCCBr (3-ethoxy-1-bromopropane). The solvent is CCCCCCC.CC(OCC)=O (n-heptane EA). Product: C(C)OCCCOC=1C=C2C(CC(OC2=CC1)(C)C)N(S(=O)(=O)C)CCOC (N-[6-(3-Ethoxypropoxy)-2,2-dimethylchroman-4-yl]-N-(2-methoxyethyl)methanesulfonamide). As a reaction SMILES: [CH3:1][C:2]1([CH3:22])[CH2:11][CH:10]([N:12]([CH2:17][CH2:18][O:19][CH3:20])[S:13]([CH3:16])(=[O:15])=[O:14])[C:9]2[C:4](=[CH:5][CH:6]=[C:7]([OH:21])[CH:8]=2)[O:3]1.C(=O)([O-])[O-].[K+].[K+].[CH2:29]([O:31][CH2:32][CH2:33][CH2:34]Br)[CH3:30]>CCCCCCC.CC(=O)OCC>[CH2:29]([O:31][CH2:32][CH2:33][CH2:34][O:21][C:7]1[CH:8]=[C:9]2[C:4](=[CH:5][CH:6]=1)[O:3][C:2]([CH3:22])([CH3:1])[CH2:11][CH:10]2[N:12]([CH2:17][CH2:18][O:19][CH3:20])[S:13]([CH3:16])(=[O:15])=[O:14])[CH3:30] |f:1.2.3,5.6|. Procedure: 0.5 g (1.5 mmol) of N-[2,2-dimethyl-6-hydroxychroman-4-yl]-N-(2-methoxyethyl)methanesulfonamide (Example 16b) was reacted with potassium carbonate and 3-ethoxy-1-bromopropane analogously to Example 1g. After column chromatography on silica gel using n-heptane/EA (5:1), 0.35 g of oily product was obtained.